Dataset: the Open Reaction Database (ORD), a public repository of structured organic reaction records. Task: describe an organic reaction: reactants, conditions, products, and yield Starting materials: CCO, CCOC(C)=O, CN, O, Cc1cccc(S(=O)(=O)Cl)c1. Yields the product CNS(=O)(=O)c1cccc(C)c1. As a reaction SMILES: [CH3:14][CH2:15][OH:16].[CH3:17][CH2:18][O:19][C:20]([CH3:21])=[O:22].[CH3:1][NH2:2].[OH2:23].[c:3]1([CH3:13])[cH:4][c:5]([S:9](=[O:10])(=[O:11])[Cl:12])[cH:6][cH:7][cH:8]1>>[CH3:1][NH:2][S:9]([c:5]1[cH:4][c:3]([CH3:13])[cH:8][cH:7][cH:6]1)(=[O:10])=[O:11]. Reactants: CC1=CC=C(C=C1)S (4-methylthiophenol), BrCCN1C(C=2C(C1=O)=CC=CC2)=O (N-(2-bromoethyl)phthalimide), [H-].[Na+] (NaH), resultant mixture. The solvent is O1CCCC1 (tetrahydrofuran), ClCCl (dichloromethane), O1CCCC1 (tetrahydrofuran), O1CCCC1 (tetrahydrofuran). Conditions: time 8 hour. Yields the product CC1=CC=C(SCCN)C=C1 (2-(4-methylthiophenoxy)ethylamine). Reaction SMILES: [H-].[Na+].[CH3:3][C:4]1[CH:9]=[CH:8][C:7]([SH:10])=[CH:6][CH:5]=1.Br[CH2:12][CH2:13][N:14]1C(=O)C2=CC=CC=C2C1=O>O1CCCC1.ClCCl>[CH3:3][C:4]1[CH:9]=[CH:8][C:7]([S:10][CH2:12][CH2:13][NH2:14])=[CH:6][CH:5]=1 |f:0.1|. Reported procedure: 1.04 g (43.4 mmol) of NaH was dissolved in 40 ml of tetrahydrofuran at 0° C. To the resulting solution, 4 ml of 4-methylthiophenol dissolved in dry tetrahydrofuran was added slowly. The resultant mixture was stirred at an ambient temperature for 20 minutes and 8.0 g (31 mnol) of N-(2-bromoethyl)phthalimide obtained in step 1 dissolved in dry tetrahydrofuran was added. The mixture was stirred overnight at an ambient temperature and then refluxed for 2 hours. The reaction mixture was distilled und...